Dataset: the Open Reaction Database (ORD), a public repository of structured organic reaction records. Task: describe an organic reaction: reactants, conditions, products, and yield The reactants are FC(C(=O)C(F)(F)F)(F)F (Hexafluoroacetone), [F-].[K+] (potassium fluoride), COCCOCCOC (1-(2-methoxyethoxy)-2-methoxyethane), COCCOCCOC (diglyme), ClC(C(=C(F)F)Cl)(F)F (1,2-dichloro-1,1,3,3-tetrafluoropropene). Solvent: O (water). Conditions: time 8 hour. Yields the product FC(C(F)(F)F)(C(F)(F)F)OC(C(=C(F)F)Cl)(F)F (1-(heptafluoro-2-propoxy)-1,1,3,3-tetrafluoro-2-chloropropene). The yield is 39.0%. As a reaction SMILES: [F:1][C:2]([F:10])([F:9])[C:3]([C:5]([F:8])([F:7])[F:6])=[O:4].[F-:11].[K+].COCCOCCOC.Cl[C:23]([F:30])([F:29])[C:24]([Cl:28])=[C:25]([F:27])[F:26]>O>[F:11][C:3]([O:4][C:23]([F:30])([F:29])[C:24]([Cl:28])=[C:25]([F:27])[F:26])([C:5]([F:8])([F:7])[F:6])[C:2]([F:10])([F:9])[F:1] |f:1.2|. Reported procedure: Hexafluoroacetone (16.6 g, 0.10 mol) was distilled into a stirred mixture of potassium fluoride (5.80 g, 0.10 mol) and 1-(2-methoxyethoxy)-2-methoxyethane (hereinafter referred to as diglyme) (100 ml) to give a homogeneous solution. This mixture was maintained at 25°-30° C. and treated with 1,2-dichloro-1,1,3,3-tetrafluoropropene (18.3 g, 0.10 mol, prepared according to J. E. Bissey, H. Goldwhite and D. G. Rowsell, J. Org. Chem., 32, 1542 (1967)). The mixture was stirred overnight and then it wa... Reactants: CCN=C=NCCCN(C)C, CCN(C(C)C)C(C)C, Cl, Fc1ccc(OC2CCNCC2)cc1C(F)(F)F, Nc1cccnc1, CN(C)C=O, On1nnc2ccccc21, O=C(O)CNC(=O)c1cn(-c2cccnc2)nn1. Yields the product O=C(NCC(=O)N1CCC(Oc2ccc(F)c(C(F)(F)F)c2)CC1)c1cn(-c2cccnc2)nn1. Reaction SMILES: [CH3:45][CH2:46][N:47]=[C:48]=[N:49][CH2:50][CH2:51][CH2:52][N:53]([CH3:54])[CH3:55].[CH:1]([N:2]([CH2:3][CH3:4])[CH:5]([CH3:6])[CH3:7])([CH3:8])[CH3:9].[ClH:56].[F:57][c:58]1[c:59]([C:71]([F:72])([F:73])[F:74])[cH:60][c:61]([O:62][CH:63]2[CH2:64][CH2:65][NH:66][CH2:67][CH2:68]2)[cH:69][cH:70]1.[NH2:28][c:29]1[cH:30][n:31][cH:32][cH:33][cH:34]1.[O:75]=[CH:76][N:77]([CH3:78])[CH3:79].[OH:35][n:36]1[c:37]2[c:38]([cH:39][cH:40][cH:41][cH:42]2)[n:43][n:44]1.[n:10]1[cH:11][c:12](-[n:16]2[n:17][n:18][c:19]([C:21](=[O:22])[NH:23][CH2:24][C:25](=[O:26])[OH:27])[cH:20]2)[cH:13][cH:14][cH:15]1>>[n:10]1[cH:11][c:12](-[n:16]2[n:17][n:18][c:19]([C:21](=[O:22])[NH:23][CH2:24][C:25](=[O:27])[N:66]3[CH2:65][CH2:64][CH:63]([O:62][c:61]4[cH:60][c:59]([C:71]([F:72])([F:73])[F:74])[c:58]([F:57])[cH:70][cH:69]4)[CH2:68][CH2:67]3)[cH:20]2)[cH:13][cH:14][cH:15]1. Reactants: C(C)OC(CC(CCCCCC)(C)O)=O (Ethyl-3-hydroxy-3-methyl-n-nonanoate), solution, [OH-].[K+] (potassium hydroxide). Solvent: C(C)O (ethanol). The product is OC(CC(=O)O)(CCCCCC)C (3-hydroxy-3-methyl-n-nonanoic acid). Isolated yield 83.2%. Reaction SMILES: C([O:3][C:4](=[O:15])[CH2:5][C:6]([OH:14])([CH3:13])[CH2:7][CH2:8][CH2:9][CH2:10][CH2:11][CH3:12])C.[OH-].[K+]>C(O)C>[OH:14][C:6]([CH3:13])([CH2:7][CH2:8][CH2:9][CH2:10][CH2:11][CH3:12])[CH2:5][C:4]([OH:15])=[O:3] |f:1.2|. Procedure: Ethyl-3-hydroxy-3-methyl-n-nonanoate (25 g) was refluxed for 3 hours with a 10% solution of potassium hydroxide in dry ethanol (210 ml). The ethanol was evaporated in vacuo and the residue was treated with water (100 ml). The aqueous solution was washed with ether then was acidified (ice-bath cooling) with dilute hydrochloric acid. The oil that separated was extracted into ether. The ether solution was washed with brine then was dried over magnesium sulphate and evaporated to give a light yellow... The reactants are CC1=NNC(=C1C1=CC=C(C=C1)OCC)N (3-Methyl-4-(4-ethoxyphenyl)-1H-pyrazol-5-amine), C1(=CC=CC=C1)C(CC(=O)OCC)=O (ethyl 3-phenyl-3-oxopropanoate). The solvent is N1=CC=CC=C1 (pyridine). Product: C(C)OC1=CC=C(C=C1)C=1C(=NN2C1NC(C=C2C2=CC=CC=C2)=O)C (3-(4-ethoxyphenyl)-7-phenyl-2-methylpyrazolo[1,5-a]pyrimidin-5(4H)-one). As a reaction SMILES: [CH3:1][C:2]1[C:6]([C:7]2[CH:12]=[CH:11][C:10]([O:13][CH2:14][CH3:15])=[CH:9][CH:8]=2)=[C:5]([NH2:16])[NH:4][N:3]=1.[C:17]1([C:23](=O)[CH2:24][C:25](OCC)=[O:26])[CH:22]=[CH:21][CH:20]=[CH:19][CH:18]=1>N1C=CC=CC=1>[CH2:14]([O:13][C:10]1[CH:9]=[CH:8][C:7]([C:6]2[C:2]([CH3:1])=[N:3][N:4]3[C:23]([C:17]4[CH:22]=[CH:21][CH:20]=[CH:19][CH:18]=4)=[CH:24][C:25](=[O:26])[NH:16][C:5]=23)=[CH:12][CH:11]=1)[CH3:15]. Reported procedure: 3-Methyl-4-(4-ethoxyphenyl)-1H-pyrazol-5-amine and ethyl 3-phenyl-3-oxopropanoate are stirred overnight in a pyridine (10 mL) solvent at 95° C. After cooling to room temperature, the reaction solvent is removed by distillation under reduced pressure. The remainder is extracted with ethyl acetate and water. The extracted organic layer is washed with brine and dehydrated with anhydrous MgSO4. The dehydrated organic layer is distilled under reduced pressure and the target compound is yielded by col... Reactants: C1(=CC=CC=C1)C=C(C(C)=NO)C1=CC=C(C=C1)SC (1-phenyl-2-(4-methylthiophenyl)-1-buten-3-one oxime), C([O-])(O)=O.[Na+] (sodium bicarbonate), [I-].[K+] (potassium iodide), II (iodine), [Al] (aluminum), S([O-])(O)=O.[Na+] (sodium bisulfite). The solvent is O1CCCC1 (tetrahydrofuran), O (water). Product: CC1=NOC(=C1C1=CC=C(C=C1)SC)C1=CC=CC=C1 (3-methyl-4-(4-methylthiophenyl)-5-phenylisoxazole). Isolated yield 74.7%. Reaction SMILES: [C:1]1([CH:7]=[C:8]([C:13]2[CH:18]=[CH:17][C:16]([S:19][CH3:20])=[CH:15][CH:14]=2)[C:9](=[N:11][OH:12])[CH3:10])[CH:6]=[CH:5][CH:4]=[CH:3][CH:2]=1.C(=O)(O)[O-].[Na+].[I-].[K+].II.[Al].S(=O)(O)[O-].[Na+]>O1CCCC1.O>[CH3:10][C:9]1[C:8]([C:13]2[CH:14]=[CH:15][C:16]([S:19][CH3:20])=[CH:17][CH:18]=2)=[C:7]([C:1]2[CH:6]=[CH:5][CH:4]=[CH:3][CH:2]=2)[O:12][N:11]=1 |f:1.2,3.4,7.8|. Reported procedure: To a stirred solution of 1-phenyl-2-(4-methylthiophenyl)-1-buten-3-one oxime (Step 2) (11.2 g, 0.0395 mol), sodium bicarbonate (13.6 g, 0.162 mol), and potassium iodide (22.95 g, 0.138 mol) in tetrahydrofuran (200 ml) and water (160 ml) was added iodine (10 g, 0.0395 mol). The reaction vessel was covered with aluminum foil and heated at reflux for 4 hours. Thin layer chromatography indicated the reaction was completed. The reaction was cooled to room temperature, sodium bisulfite was added and t... Yields the product COc1ccc(Cn2nc(I)c3c(Oc4cc(Cl)c(N)cc4F)ccnc32)cc1. As a reaction SMILES: [CH3:1][O:2][c:3]1[cH:4][cH:5][c:6]([CH2:7][n:8]2[n:9][c:10]([I:29])[c:11]3[c:12]2[n:13][cH:14][cH:15][c:16]3[O:17][c:18]2[c:19]([F:28])[cH:20][c:21]([N+:25]([O-:26])=[O:27])[c:22]([Cl:24])[cH:23]2)[cH:30][cH:31]1.[CH3:32][CH2:33][OH:34].[CH3:35][CH2:36][O:37][C:38]([CH3:39])=[O:40]>>[CH3:1][O:2][c:3]1[cH:4][cH:5][c:6]([CH2:7][n:8]2[n:9][c:10]([I:29])[c:11]3[c:12]2[n:13][cH:14][cH:15][c:16]3[O:17][c:18]2[c:19]([F:28])[cH:20][c:21]([NH2:25])[c:22]([Cl:24])[cH:23]2)[cH:30][cH:31]1. The reactants are COc1ccc(Cn2nc(I)c3c(Oc4cc(Cl)c([N+](=O)[O-])cc4F)ccnc32)cc1, CCO, CCOC(C)=O.